The task is: describe an organic reaction: reactants, conditions, products, and yield. This data is from the Open Reaction Database (ORD), a public repository of structured organic reaction records. Starting materials: C1(CCCCC1)CCN1C2=NC=NC(=C2N=C1C(=O)OC)N (N9-cyclohexylethyl-8-methoxycarbonyladenine), [H-].[Al+3].[Li+].[H-].[H-].[H-] (lithium aluminum hydride), C1(CCCCC1)CCN1C2=NC=NC(=C2N=C1CO)N (N9-cyclohexylethyl-8-hydroxymethyladenine), P(Br)(Br)Br (PBr3). Run in O1CCCC1 (tetrahydrofuran), C(Cl)Cl (methylene chloride). Product: C1(CCCCC1)CCN1C2=NC=NC(=C2N=C1CBr)N (N9-cyclohexylethyl-8-bromomethyl-adenine). As a reaction SMILES: [CH:1]1([CH2:7][CH2:8][N:9]2[C:17]([C:18](OC)=O)=[N:16][C:15]3[C:10]2=[N:11][CH:12]=[N:13][C:14]=3[NH2:22])[CH2:6][CH2:5][CH2:4][CH2:3][CH2:2]1.[H-].[Al+3].[Li+].[H-].[H-].[H-].C1(CCN2C(CO)=NC3C2=NC=NC=3N)CCCCC1.P(Br)(Br)[Br:50]>O1CCCC1.C(Cl)Cl>[CH:1]1([CH2:7][CH2:8][N:9]2[C:17]([CH2:18][Br:50])=[N:16][C:15]3[C:10]2=[N:11][CH:12]=[N:13][C:14]=3[NH2:22])[CH2:6][CH2:5][CH2:4][CH2:3][CH2:2]1 |f:1.2.3.4.5.6|. Procedure: A mixture of N9-cyclohexylethyl-8-bromoadenine (1 mmol), tetrakis (triphenylphosphine)palladium (0.05 mmol), and triethylamine (5 mmol) in DMF in a sealed tube was warmed at 110° C. under 50 psi of carbon monoxide. After 24 h the cooled reaction mixture was evaporated and purified through chromatography to give N9-cyclohexylethyl-8-methoxycarbonyladenine as a yellow solid. Step B. A solution of N9-cyclohexylethyl-8-methoxycarbonyladenine (1 mmol) in tetrahydrofuran was treated with lithium alumi... Reactants: O=C1NC2=NC=CC=C2C2=C1C=CC(=C2)NCC2=C(C#N)C=CC=C2 (2-((6-oxo-5,6-dihydrobenzo[c][1,8]naphthyridin-9-ylamino)methyl)benzonitrile), [OH-].[Na+] (NaOH), Cl (HCl). Run in O1CCOCC1 (dioxane). Conditions: temperature 150 celsius, time 30 minute. Product: O=C1NC2=NC=CC=C2C2=C1C=CC(=C2)NCC2=C(C(=O)N)C=CC=C2 (2-((6-Oxo-5,6-dihydrobenzo[c][1,8]naphthyridin-9-ylamino)methyl)benzamide). Yield: 7.0%. Reaction SMILES: [O:1]=[C:2]1[C:11]2[CH:12]=[CH:13][C:14]([NH:16][CH2:17][C:18]3[CH:25]=[CH:24][CH:23]=[CH:22][C:19]=3[C:20]#[N:21])=[CH:15][C:10]=2[C:9]2[C:4](=[N:5][CH:6]=[CH:7][CH:8]=2)[NH:3]1.[OH-:26].[Na+].Cl>O1CCOCC1>[O:1]=[C:2]1[C:11]2[CH:12]=[CH:13][C:14]([NH:16][CH2:17][C:18]3[CH:25]=[CH:24][CH:23]=[CH:22][C:19]=3[C:20]([NH2:21])=[O:26])=[CH:15][C:10]=2[C:9]2[C:4](=[N:5][CH:6]=[CH:7][CH:8]=2)[NH:3]1 |f:1.2|. Reported procedure: 462 (51 mg, 0.16 mmol) and NaOH (1M, aqueous, 2 mL) were suspended in dioxane (2 mL), and stirred for 30 minutes at 150° C. The reaction mixture was acidified with HCl (2M in diethyl ether, 1.6 mL), concentrated, and purified via prep-LC-MS to provide 481 (4 mg, 7% yield) as a white powder. LC-MS (M+H=345, obsd.=345). 1H NMR (400 MHz, DMSO-D6) δ 8.56 (d, J=7.9, 1H), 8.43 (d, J=3.1, 1H), 8.05 (d, J=8.6, 1H), 7.94 (d, J=6.7, 1H), 7.45 (s, 1H), 7.25 (m, 3H), 6.92 (d, J=8.6, 1H), 6.66 (s, 1H), 5.98 ... Starting materials: NC1=C2N=CN(C2=NC(=N1)C#CC(C)O)C (4-(6-Amino-9-methyl-9H-purin-2-yl)but-3-yn-2-ol), [H][H] (hydrogen). The solvent is C(C)O (ethanol). Reagents/catalysts: [Pd] (palladium). Product: NC1=C2N=CN(C2=NC(=N1)CCC(C)O)C (4-(6-Amino-9-methyl-9H-purin-2-yl)butan-2-ol). As a reaction SMILES: [NH2:1][C:2]1[N:10]=[C:9]([C:11]#[C:12][CH:13]([OH:15])[CH3:14])[N:8]=[C:7]2[C:3]=1[N:4]=[CH:5][N:6]2[CH3:16].[H][H]>[Pd].C(O)C>[NH2:1][C:2]1[N:10]=[C:9]([CH2:11][CH2:12][CH:13]([OH:15])[CH3:14])[N:8]=[C:7]2[C:3]=1[N:4]=[CH:5][N:6]2[CH3:16]. Reported procedure: 4-(6-Amino-9-methyl-9H-purin-2-yl)but-3-yn-2-ol (1.5 g, 6.88 mmol) was placed in an autoclave with ethanol (30 ml) and palladium 10% on graphite (0.350 g, 20% in weight) was added. The mixture was stirred overnight under 4 atm of hydrogen at 50° C. The catalyst was filtered off through Celite and the resulting solution was evaporated under reduced pressure, to give a residue that was used without any further purification. Reactants: C#CCCCOCCCCCCBr, CC1(C)OCc2cc(C3CNC(=O)O3)ccc2O1, [H-], [Na+], O=P([O-])([O-])[O-], CN(C)C=O, O. The product is C#CCCCOCCCCCCN1CC(c2ccc3c(c2)COC(C)(C)O3)OC1=O. RXN SMILES: [CH2:21]([CH2:22][CH2:23][C:24]#[CH:25])[O:26][CH2:27][CH2:28][CH2:29][CH2:30][CH2:31][CH2:32][Br:33].[CH3:1][C:2]1([CH3:18])[O:3][CH2:4][c:5]2[c:6]([cH:8][cH:9][c:10]([CH:12]3[CH2:13][NH:14][C:15](=[O:17])[O:16]3)[cH:11]2)[O:7]1.[H-:19].[Na+:20].[O-:34][P:35](=[O:36])([O-:37])[O-:38].[O:39]=[CH:40][N:41]([CH3:42])[CH3:43].[OH2:44]>>[CH3:1][C:2]1([CH3:18])[O:3][CH2:4][c:5]2[c:6]([cH:8][cH:9][c:10]([CH:12]3[CH2:13][N:14]([CH2:32][CH2:31][CH2:30][CH2:29][CH2:28][CH2:27][O:26][CH2:21][CH2:22][CH2:23][C:24]#[CH:25])[C:15](=[O:17])[O:16]3)[cH:11]2)[O:7]1.